Dataset: the Open Reaction Database (ORD), a public repository of structured organic reaction records. Task: describe an organic reaction: reactants, conditions, products, and yield Reactants: CCOC(=O)c1cc(C)nn1C, C[Al](C)C, ClCCl, Cl, Nc1cccc(C2CN3CCSC3=N2)c1, N. The product is Cc1cc(C(=O)Nc2cccc(C3CN4CCSC4=N3)c2)n(C)n1. As a reaction SMILES: [CH2:20]([O:22][C:23](=[O:21])[c:25]1[cH:26][c:27]([CH3:31])[n:28][n:29]1[CH3:30])[CH3:24].[CH3:16][Al:17]([CH3:18])[CH3:19].[Cl:34][CH2:35][Cl:36].[ClH:32].[NH2:1][c:2]1[cH:3][c:4]([CH:8]2[N:9]=[C:10]3[S:11][CH2:12][CH2:13][N:14]3[CH2:15]2)[cH:5][cH:6][cH:7]1.[NH3:33]>>[NH:1]([c:2]1[cH:3][c:4]([CH:8]2[N:9]=[C:10]3[S:11][CH2:12][CH2:13][N:14]3[CH2:15]2)[cH:5][cH:6][cH:7]1)[C:23](=[O:22])[c:25]1[cH:26][c:27]([CH3:31])[n:28][n:29]1[CH3:30]. Reactants: [Li]CCCC, CN(C)C=O, CCCCCC, c1ccc2c(N3CCCC3)cccc2c1. Yields the product O=Cc1cccc2cccc(N3CCCC3)c12. As a reaction SMILES: [CH2:1]([Li:2])[CH2:3][CH2:4][CH3:5].[CH3:21][N:22]([CH:23]=[O:24])[CH3:25].[CH3:26][CH2:27][CH2:28][CH2:29][CH2:30][CH3:31].[c:6]1([N:16]2[CH2:17][CH2:18][CH2:19][CH2:20]2)[cH:7][cH:8][cH:9][c:10]2[cH:11][cH:12][cH:13][cH:14][c:15]12>>[c:6]1([N:16]2[CH2:17][CH2:18][CH2:19][CH2:20]2)[cH:7][cH:8][cH:9][c:10]2[cH:11][cH:12][cH:13][c:14]([CH:23]=[O:24])[c:15]12.